From a dataset of the Open Reaction Database (ORD), a public repository of structured organic reaction records. describe an organic reaction: reactants, conditions, products, and yield The reactants are CCOc1cc(C(C)(C)C)ncc1C1=NC(C)(c2ccc(Cl)cc2)C(C)(c2ccc(Cl)cc2)N1C(=O)N1CCC(CC(=O)O)CC1, Cc1c(N)cccc1F. Yields the product CCOc1cc(C(C)(C)C)ncc1C1=NC(C)(c2ccc(Cl)cc2)C(C)(c2ccc(Cl)cc2)N1C(=O)N1CCC(CC(=O)Nc2cccc(F)c2C)CC1. As a reaction SMILES: [C:1]([CH3:2])([CH3:3])([CH3:4])[c:5]1[cH:6][c:7]([O:44][CH2:45][CH3:46])[c:8]([C:11]2=[N:15][C:14]([CH3:16])([c:17]3[cH:18][cH:19][c:20]([Cl:23])[cH:21][cH:22]3)[C:13]([CH3:24])([c:25]3[cH:26][cH:27][c:28]([Cl:31])[cH:29][cH:30]3)[N:12]2[C:32](=[O:33])[N:34]2[CH2:35][CH2:36][CH:37]([CH2:40][C:41](=[O:42])[OH:43])[CH2:38][CH2:39]2)[cH:9][n:10]1.[F:47][c:48]1[c:49]([CH3:55])[c:50]([NH2:51])[cH:52][cH:53][cH:54]1>>[C:1]([CH3:2])([CH3:3])([CH3:4])[c:5]1[cH:6][c:7]([O:44][CH2:45][CH3:46])[c:8]([C:11]2=[N:15][C:14]([CH3:16])([c:17]3[cH:18][cH:19][c:20]([Cl:23])[cH:21][cH:22]3)[C:13]([CH3:24])([c:25]3[cH:26][cH:27][c:28]([Cl:31])[cH:29][cH:30]3)[N:12]2[C:32](=[O:33])[N:34]2[CH2:35][CH2:36][CH:37]([CH2:40][C:41](=[O:42])[NH:51][c:50]3[c:49]([CH3:55])[c:48]([F:47])[cH:54][cH:53][cH:52]3)[CH2:38][CH2:39]2)[cH:9][n:10]1. The yield is 21.5%. Product: C(C)(C)(C)OC(=O)NCCNCC=1C(=NN(C1)C1OCCCC1)C=1C=C2C=NN(C2=CC1)C(=O)OC(C)(C)C ((R/S) tert-butyl 5-(4-(((2-(tert-butoxycarbonylamino)ethyl)amino)methyl)-1-(tetrahydro-2H-pyran-2-yl)-1H-pyrazol-3-yl)-1H-indazole-1-carboxylate). Reaction SMILES: I[C:2]1[C:6]([CH2:7][N:8](C)[CH2:9][CH2:10][NH:11][C:12](=[O:18])[O:13][C:14]([CH3:17])([CH3:16])[CH3:15])=[CH:5][N:4]([CH:20]2[CH2:25][CH2:24][CH2:23][CH2:22][O:21]2)[N:3]=1.[C:26]([O:30][C:31]([N:33]1[C:41]2[C:36](=[CH:37][C:38](B(O)O)=[CH:39][CH:40]=2)[CH:35]=[N:34]1)=[O:32])([CH3:29])([CH3:28])[CH3:27].C(Cl)Cl.CC#N>COCCOC.O.C1C=CC(P(C2C=CC=CC=2)[C-]2C=CC=C2)=CC=1.C1C=CC(P(C2C=CC=CC=2)[C-]2C=CC=C2)=CC=1.Cl[Pd]Cl.[Fe+2]>[C:14]([O:13][C:12]([NH:11][CH2:10][CH2:9][NH:8][CH2:7][C:6]1[C:2]([C:38]2[CH:37]=[C:36]3[C:41](=[CH:40][CH:39]=2)[N:33]([C:31]([O:30][C:26]([CH3:29])([CH3:28])[CH3:27])=[O:32])[N:34]=[CH:35]3)=[N:3][N:4]([CH:20]2[CH2:25][CH2:24][CH2:23][CH2:22][O:21]2)[CH:5]=1)=[O:18])([CH3:15])([CH3:16])[CH3:17] |f:6.7.8.9|. Reactants: NH4HCO3, CC#N (CH3CN), CC#N (CH3CN), IC1=NN(C=C1CN(CCNC(OC(C)(C)C)=O)C)C1OCCCC1 ((R/S) tert-butyl N-[2-([[3-iodo-1-(oxan-2-yl)-1H-pyrazol-4-yl]methyl](methyl)amino)ethyl]carbamate), K3PO4.3H2O, C(C)(C)(C)OC(=O)N1N=CC2=CC(=CC=C12)B(O)O (1-(tert-butoxycarbonyl)-1H-indazol-5-ylboronic acid), C(Cl)Cl (CH2Cl2). Conditions: time 1 minute. The solvent is O (water), COCCOC (ethylene glycol dimethyl ether), O (water). Reagents/catalysts: C1=CC=C(C=C1)P([C-]2C=CC=C2)C3=CC=CC=C3.C1=CC=C(C=C1)P([C-]2C=CC=C2)C3=CC=CC=C3.Cl[Pd]Cl.[Fe+2] (Pd(dppf)Cl2). Reported procedure: A mixture of (R/S) tert-butyl N-[2-([[3-iodo-1-(oxan-2-yl)-1H-pyrazol-4-yl]methyl](methyl)amino)ethyl]carbamate (200 mg, 0.43 mmol, 1.00 equiv), K3PO4.3H2O (439 mg, 1.65 mmol, 3.83 equiv), 1-(tert-butoxycarbonyl)-1H-indazol-5-ylboronic acid (300 mg, 1.14 mmol, 2.66 equiv) and Pd(dppf)Cl2.CH2Cl2 (135 mg) in ethylene glycol dimethyl ether (20 mL) and water (1 mL) was stirred under nitrogen at 85° C. for 3 h. The resulting mixture was cooled to room temperature and concentrated under vacuum. The re... Starting materials: C(C)(C)NC(C)C (di-isopropylamine), C(CCC)[Li] (butyl lithium), CCCCCC (hexane), CC1=CC=NC=2CCCCC12 (4-methyl-5,6,7,8-tetrahydroquinoline), C[Si](C)(C)N=C=S (trimethylsilyl isothiocyanate), Cl (HCl). Solvent: O (water), C1=CC=CC=C1 (benzene). Conditions: time 1 hour. The product is CC1=CC=NC=2C(CCCC12)C(N)=S (4-methyl-5,6,7,8-tetrahydroquinoline-8-thiocarboxamide). Isolated yield 19.4%. RXN SMILES: C(NC(C)C)(C)C.C([Li])CCC.CCCCCC.[CH3:19][C:20]1[C:29]2[CH2:28][CH2:27][CH2:26][CH2:25][C:24]=2[N:23]=[CH:22][CH:21]=1.C[Si]([N:34]=[C:35]=[S:36])(C)C.Cl>C1C=CC=CC=1.O>[CH3:19][C:20]1[C:29]2[CH2:28][CH2:27][CH2:26][CH:25]([C:35](=[S:36])[NH2:34])[C:24]=2[N:23]=[CH:22][CH:21]=1. Procedure: A stirred solution of di-isopropylamine (12.2 ml, 0.085 mol) in benzene (100 ml) at 0° C was treated dropwise with a 9% w/v solution of butyl lithium in hexane (62 ml, 0.085 mol). After 1 hour at 0° C, 4-methyl-5,6,7,8-tetrahydroquinoline (12.8 g, 0.085 mol) was added dropwise and then after a further hour the anion was treated dropwise with trimethylsilyl isothiocyanate (12.2 ml, 0.095 mol). After 0.5 hours at 0° C and 0.5 hours at room temperature the reaction mixture was diluted with water (5... The reactants are C(CC(=O)C)(=O)OCC (Ethyl acetoacetate), solution, FC1=CC=C(C=C1)C(=C(C=CC=O)C=1N=NN(N1)COCCOC)C1=CC=C(C=C1)F (5,5-bis(4-fluorophenyl)-4-[2-(2-methoxyethoxy)methyl-2H-tetrazol-5-yl]-2,4-pentadienal). Run in O1CCCC1 (tetrahydrofuran). Reaction conditions: time 1 hour. Product: FC1=CC=C(C=C1)C(=C(C=CC(CC(CC(=O)OCC)=O)O)C=1N=NN(N1)COCCOC)C1=CC=C(C=C1)F (Ethyl 9,9-bis(4-fluorophenyl)-5-hydroxy-8-[2-(2-methoxyethoxy)methyl-2H-tetrazol-5-yl]-3-oxo-6,8-nonadienoate). Reaction SMILES: [C:1]([O:7][CH2:8][CH3:9])(=[O:6])[CH2:2][C:3]([CH3:5])=[O:4].[F:10][C:11]1[CH:16]=[CH:15][C:14]([C:17]([C:34]2[CH:39]=[CH:38][C:37]([F:40])=[CH:36][CH:35]=2)=[C:18]([C:23]2[N:24]=[N:25][N:26]([CH2:28][O:29][CH2:30][CH2:31][O:32][CH3:33])[N:27]=2)[CH:19]=[CH:20][CH:21]=[O:22])=[CH:13][CH:12]=1>O1CCCC1>[F:10][C:11]1[CH:16]=[CH:15][C:14]([C:17]([C:34]2[CH:39]=[CH:38][C:37]([F:40])=[CH:36][CH:35]=2)=[C:18]([C:23]2[N:24]=[N:25][N:26]([CH2:28][O:29][CH2:30][CH2:31][O:32][CH3:33])[N:27]=2)[CH:19]=[CH:20][CH:21]([OH:22])[CH2:5][C:3](=[O:4])[CH2:2][C:1]([O:7][CH2:8][CH3:9])=[O:6])=[CH:13][CH:12]=1. Procedure details: Ethyl acetoacetate dianion (2.1 mL of freshly prepared 1M solution as described in Example 10) was added to a solution of 5,5-bis(4-fluorophenyl)-4-[2-(2-methoxyethoxy)methyl-2H-tetrazol-5-yl]-2,4-pentadienal (0.9 g, 2.0 mmoles) in 15 mL of tetrahydrofuran at -50° C. After stirring for 1 hour, another 1 mL of dianion solution was added and the mixture stirred for an additional 30 minutes. The reaction mixture was quenched with 1N HCl and then extracted with methylene chloride. The organic extrac... Product: NC=1C(=NC(=CN1)C1CCOCC1)C1=CC(=C(C(=O)N[C@H](CNC(OC(C)(C)C)=O)C2=CC(=CC=C2)Cl)C=C1)F ((S)-tert-butyl (2-(4-(3-amino-6-(tetrahydro-2H-pyran-4-yl)pyrazin-2-yl)-2-fluorobenzamido)-2-(3-chlorophenyl)ethyl)carbamate). The yield is 99.0%. The solvent is CN(C)C=O (DMF). Reactants: NC=1C(=NC(=CN1)C1CCOCC1)C1=CC(=C(C(=O)O)C=C1)F (4-(3-amino-6-(tetrahydro-2H-pyran-4-yl)pyrazin-2-yl)-2-fluorobenzoic acid), N[C@H](CNC(OC(C)(C)C)=O)C1=CC(=CC=C1)Cl ((S)-tert-butyl (2-amino-2-(3-chlorophenyl)ethyl)carbamate), aza-HOBt, C(CCl)Cl (EDC), CCN(C(C)C)C(C)C (DIEA). Reaction conditions: time 3 hour. RXN SMILES: [NH2:1][C:2]1[C:3]([C:14]2[CH:22]=[CH:21][C:17]([C:18]([OH:20])=O)=[C:16]([F:23])[CH:15]=2)=[N:4][C:5]([CH:8]2[CH2:13][CH2:12][O:11][CH2:10][CH2:9]2)=[CH:6][N:7]=1.[NH2:24][C@@H:25]([C:35]1[CH:40]=[CH:39][CH:38]=[C:37]([Cl:41])[CH:36]=1)[CH2:26][NH:27][C:28](=[O:34])[O:29][C:30]([CH3:33])([CH3:32])[CH3:31].C(Cl)CCl.CCN(C(C)C)C(C)C>CN(C=O)C>[NH2:1][C:2]1[C:3]([C:14]2[CH:22]=[CH:21][C:17]([C:18]([NH:24][C@@H:25]([C:35]3[CH:40]=[CH:39][CH:38]=[C:37]([Cl:41])[CH:36]=3)[CH2:26][NH:27][C:28](=[O:34])[O:29][C:30]([CH3:33])([CH3:32])[CH3:31])=[O:20])=[C:16]([F:23])[CH:15]=2)=[N:4][C:5]([CH:8]2[CH2:13][CH2:12][O:11][CH2:10][CH2:9]2)=[CH:6][N:7]=1. Reported procedure: To a solution of 4-(3-amino-6-(tetrahydro-2H-pyran-4-yl)pyrazin-2-yl)-2-fluorobenzoic acid (35 mg, 0.110 mmol) in DMF (368 μL) was add (S)-tert-butyl (2-amino-2-(3-chlorophenyl)ethyl)carbamate (33.9 mg, 0.110 mmol), aza-HOBt (22.52 mg, 0.165 mmol), EDC (31.7 mg, 0.165 mmol), and DIEA (57.8 μL, 0.331 mmol). The reaction mixture was stirred at room temperature for 3 h. The reaction mixture was partitioned between EtOAc and water. The organic layer was washed by NaHCO3, water and brine, dried over ... Starting materials: C[N+]1(CCOCC1)[O-] (NMO), ice, FC1=C(C2=C(C(=NO2)C)C=C1CO)F ((6,7-difluoro-3-methyl-1,2-benzisoxazol-5-yl)methanol), FC1=C(C2=C(C(=NO2)C)C=C1CO)F ((6,7-difluoro-3-methyl-1,2-benzisoxazol-5-yl)methanol). Reagents/catalysts: CCC[N+](CCC)(CCC)CCC.[O-][Ru](=O)(=O)=O (TPAP). Solvent: C(Cl)Cl (CH2Cl2). Reaction conditions: time 2 hour. Product: FC1=C(C2=C(C(=NO2)C)C=C1C=O)F (6,7-difluoro-3-methylbenzo[d]isoxazole-5-carbaldehyde). Reaction SMILES: [F:1][C:2]1[C:11]([CH2:12][OH:13])=[CH:10][C:5]2[C:6]([CH3:9])=[N:7][O:8][C:4]=2[C:3]=1[F:14].C[N+]1([O-])CCOCC1>C(Cl)Cl.CCC[N+](CCC)(CCC)CCC.[O-][Ru](=O)(=O)=O>[F:1][C:2]1[C:11]([CH:12]=[O:13])=[CH:10][C:5]2[C:6]([CH3:9])=[N:7][O:8][C:4]=2[C:3]=1[F:14] |f:3.4|. Procedure: To an ice-cooled solution of (6,7-difluoro-3-methyl-1,2-benzisoxazol-5-yl)methanol (Intermediate 334, 200 mg, 1.0 mmol) in CH2Cl2 (10 mL) was added NMO (235 mg, 2.0 mmol) followed TPAP (35 mg, 0.1 mmol) and mixture stirred for 2 hours at room temperature. The reaction mixture filtered thorough silica gel bed and washed with EtOAc. The organic phase was concentrated under reduced pressure to give product as a yellow solid. Yield: 150 mg (76%). The reactants are OCCN1CCN(CC1)C(=O)[C@H]1N(C[C@H](C1)SCC1=CC=C(C=C1)OC)C(=O)OCC1=CC=C(C=C1)[N+](=O)[O-] ((2S,4S)-2-[4-(2-hydroxyethyl)-1-piperazinylcarbonyl]-4-(4-methoxybenzylthio)-1-(4-nitrobenzyloxycarbonyl)pyrrolidine), C(C)(=O)OCC (ethyl acetate), ClC(=O)OCC1=C(C=CC=C1)[N+](=O)[O-] (o-nitrobenzyl chloroformate). The reagents and catalysts are CN(C1=CC=NC=C1)C (4-dimethylaminopyridine). The solvent is C(Cl)Cl (methylene chloride), C(Cl)Cl (methylene chloride). Reaction conditions: time 1 hour. The product is S[C@H]1C[C@H](N(C1)C(=O)OCC1=CC=C(C=C1)[N+](=O)[O-])C(=O)N1CCN(CC1)CCOC(=O)OCC1=CC=C(C=C1)[N+](=O)[O-] ((2S,4S)-4-Mercapto-2-(4-[2-(4-nitrobenzyloxycarbonyl)oxyethyl]-1-piperazinylcarbonyl)-1-(4-nitrobenzyloxycarbonyl)pyrrolidine). Reaction SMILES: ClC(O[CH2:5][C:6]1C=C[CH:9]=[CH:8][C:7]=1[N+:12]([O-:14])=[O:13])=O.[OH:15][CH2:16][CH2:17][N:18]1[CH2:23][CH2:22][N:21]([C:24]([C@@H:26]2[CH2:30][C@H:29]([S:31]CC3C=CC(OC)=CC=3)[CH2:28][N:27]2[C:41]([O:43][CH2:44][C:45]2[CH:50]=[CH:49][C:48]([N+:51]([O-:53])=[O:52])=[CH:47][CH:46]=2)=[O:42])=[O:25])[CH2:20][CH2:19]1.[C:54]([O:57][CH2:58][CH3:59])(=[O:56])C>CN(C)C1C=CN=CC=1.C(Cl)Cl>[SH:31][C@@H:29]1[CH2:28][N:27]([C:41]([O:43][CH2:44][C:45]2[CH:46]=[CH:47][C:48]([N+:51]([O-:53])=[O:52])=[CH:49][CH:50]=2)=[O:42])[C@H:26]([C:24]([N:21]2[CH2:22][CH2:23][N:18]([CH2:17][CH2:16][O:15][C:54]([O:57][CH2:58][C:59]3[CH:9]=[CH:8][C:7]([N+:12]([O-:14])=[O:13])=[CH:6][CH:5]=3)=[O:56])[CH2:19][CH2:20]2)=[O:25])[CH2:30]1. Procedure: A solution of 5.86 g of 4-dimethylaminopyridine and 10.35 g of o-nitrobenzyl chloroformate in 40 ml of dry methylene chloride was added, whilst ice-cooling, to a solution of 22.35 g of (2S,4S)-2-[4-(2-hydroxyethyl)-1-piperazinylcarbonyl]-4-(4-methoxybenzylthio)-1-(4-nitrobenzyloxycarbonyl)pyrrolidine in 160 ml of dry methylene chloride, and the resulting mixture was stirred at room temperature for 1 hour. The reaction mixture was then diluted with 300 ml of ethyl acetate and the dilute solution ... The reactants are CC(C)(C)OC(=O)N1CCOc2c(Br)cccc2C1, CCO, Cc1ccccc1, [Na+], [Na+], O=C([O-])[O-], O, c1ccc(P(c2ccccc2)(c2ccccc2)[Pd](P(c2ccccc2)(c2ccccc2)c2ccccc2)(P(c2ccccc2)(c2ccccc2)c2ccccc2)P(c2ccccc2)(c2ccccc2)c2ccccc2)cc1, OB(O)c1cccnc1. Yields the product CC(C)(C)OC(=O)N1CCOc2c(cccc2-c2cccnc2)C1. Reaction SMILES: [Br:1][c:2]1[cH:3][cH:4][cH:5][c:6]2[c:12]1[O:11][CH2:10][CH2:9][N:8]([C:13](=[O:14])[O:15][C:16]([CH3:17])([CH3:18])[CH3:19])[CH2:7]2.[CH3:30][CH2:31][OH:32].[CH3:39][c:40]1[cH:41][cH:42][cH:43][cH:44][cH:45]1.[Na+:33].[Na+:34].[O-:35][C:36](=[O:37])[O-:38].[OH2:29].[cH:46]1[cH:47][cH:48][c:49]([P:50]([Pd:51]([P:52]([c:53]2[cH:54][cH:55][cH:56][cH:57][cH:58]2)([c:59]2[cH:60][cH:61][cH:62][cH:63][cH:64]2)[c:65]2[cH:66][cH:67][cH:68][cH:69][cH:70]2)([P:71]([c:72]2[cH:73][cH:74][cH:75][cH:76][cH:77]2)([c:78]2[cH:79][cH:80][cH:81][cH:82][cH:83]2)[c:84]2[cH:85][cH:86][cH:87][cH:88][cH:89]2)[P:90]([c:91]2[cH:92][cH:93][cH:94][cH:95][cH:96]2)([c:97]2[cH:98][cH:99][cH:100][cH:101][cH:102]2)[c:103]2[cH:104][cH:105][cH:106][cH:107][cH:108]2)([c:109]2[cH:110][cH:111][cH:112][cH:113][cH:114]2)[c:115]2[cH:116][cH:117][cH:118][cH:119][cH:120]2)[cH:121][cH:122]1.[n:20]1[cH:21][c:22]([B:26]([OH:27])[OH:28])[cH:23][cH:24][cH:25]1>>[c:2]1(-[c:22]2[cH:21][n:20][cH:25][cH:24][cH:23]2)[cH:3][cH:4][cH:5][c:6]2[c:12]1[O:11][CH2:10][CH2:9][N:8]([C:13](=[O:14])[O:15][C:16]([CH3:17])([CH3:18])[CH3:19])[CH2:7]2.